Dataset: the Open Reaction Database (ORD), a public repository of structured organic reaction records. Task: describe an organic reaction: reactants, conditions, products, and yield Starting materials: CC(C)O, CC(C)(C)c1ccc(NC(=O)Nc2ccc(Oc3cc(Cl)ncn3)cc2)cc1, NCc1ccccc1. The product is CC(C)(C)c1ccc(NC(=O)Nc2ccc(Oc3cc(NCc4ccccc4)ncn3)cc2)cc1. RXN SMILES: [CH:37]([OH:38])([CH3:39])[CH3:40].[Cl:1][c:2]1[n:3][cH:4][n:5][c:6]([O:8][c:9]2[cH:10][cH:11][c:12]([NH:15][C:16](=[O:17])[NH:18][c:19]3[cH:20][cH:21][c:22]([C:25]([CH3:26])([CH3:27])[CH3:28])[cH:23][cH:24]3)[cH:13][cH:14]2)[cH:7]1.[NH2:29][CH2:30][c:31]1[cH:32][cH:33][cH:34][cH:35][cH:36]1>>[c:2]1([NH:29][CH2:30][c:31]2[cH:32][cH:33][cH:34][cH:35][cH:36]2)[n:3][cH:4][n:5][c:6]([O:8][c:9]2[cH:10][cH:11][c:12]([NH:15][C:16](=[O:17])[NH:18][c:19]3[cH:20][cH:21][c:22]([C:25]([CH3:26])([CH3:27])[CH3:28])[cH:23][cH:24]3)[cH:13][cH:14]2)[cH:7]1. The reactants are FC=1C=C(C=CC1[N+](=O)[O-])C1=NN=C(S1)CC[C@H](CC=1C=NC(=CC1)C(F)(F)F)NC(OC(C)(C)C)=O (tert-butyl (R)-4-(5-(3-fluoro-4-nitrophenyl)-1,3,4-thiadiazol-2-yl)-1-(6-(trifluoromethyl)pyridin-3-yl)butan-2-ylcarbamate), [H-].[Na+] (sodium hydride), oil, C(CC(=O)OCC)(=O)OCC (diethyl malonate). RXN SMILES: [H-].[Na+].[C:3]([O:11][CH2:12][CH3:13])(=[O:10])[CH2:4][C:5]([O:7][CH2:8][CH3:9])=[O:6].F[C:15]1[CH:16]=[C:17]([C:24]2[S:28][C:27]([CH2:29][CH2:30][C@@H:31]([NH:43][C:44](=[O:50])[O:45][C:46]([CH3:49])([CH3:48])[CH3:47])[CH2:32][C:33]3[CH:34]=[N:35][C:36]([C:39]([F:42])([F:41])[F:40])=[CH:37][CH:38]=3)=[N:26][N:25]=2)[CH:18]=[CH:19][C:20]=1[N+:21]([O-:23])=[O:22]>C1COCC1>[C:46]([O:45][C:44]([NH:43][C@@H:31]([CH2:32][C:33]1[CH:34]=[N:35][C:36]([C:39]([F:40])([F:42])[F:41])=[CH:37][CH:38]=1)[CH2:30][CH2:29][C:27]1[S:28][C:24]([C:17]2[CH:18]=[CH:19][C:20]([N+:21]([O-:23])=[O:22])=[C:15]([CH:4]([C:5]([O:7][CH2:8][CH3:9])=[O:6])[C:3]([O:11][CH2:12][CH3:13])=[O:10])[CH:16]=2)=[N:25][N:26]=1)=[O:50])([CH3:49])([CH3:47])[CH3:48] |f:0.1|. The yield is 94.7%. The product is C(C)(C)(C)OC(=O)N[C@H](CCC1=NN=C(S1)C=1C=CC(=C(C1)C(C(=O)OCC)C(=O)OCC)[N+](=O)[O-])CC=1C=NC(=CC1)C(F)(F)F (diethyl 2-(5-(5-((R)-3-(tert-butoxycarbonylamino)-4-(6-(trifluoromethyl)pyridin-3-yl)butyl)-1,3,4-thiadiazol-2-yl)-2-nitrophenyl)malonate). Solvent: C1CCOC1 (THF), C1CCOC1 (THF). Procedure details: A 60% dispersion of sodium hydride in mineral oil (48 mg, 1263 μmol) was added to a solution of diethyl malonate (191 μL, 1263 μmol) in THF (2 mL) and the mixture was stirred at room temperature for 15 minutes. This mixture was added to a solution of tert-butyl (R)-4-(5-(3-fluoro-4-nitrophenyl)-1,3,4-thiadiazol-2-yl)-1-(6-(trifluoromethyl)pyridin-3-yl)butan-2-ylcarbamate (171 mg, 316 μmol) in THF (3 mL) and the mixture was stirred at room temperature for 4 hours. The mixture was concentrated und... Run at time 15 minute. The reactants are N1=CC=CN2COC3=C(N=C21)C=CC=C3 (6H-pyrimido[1,2-c] [1,3,5]-benzoxadiazepine), Cl (hydrogen chloride), CCOCC (ether). Run in CC(C)O (2-propanol). Product: Cl.N1=CC=CN2COC3=C(N=C21)C=CC=C3 (6H-Pyrimido[1,2-c] [1,3,5]benzoxadiazepine, hydrochloride). Reaction SMILES: [N:1]1[C:11]2[N:5]([CH2:6][O:7][C:8]3[CH:15]=[CH:14][CH:13]=[CH:12][C:9]=3[N:10]=2)[CH:4]=[CH:3][CH:2]=1.[ClH:16].CCOCC>CC(O)C>[ClH:16].[N:1]1[C:11]2[N:5]([CH2:6][O:7][C:8]3[CH:15]=[CH:14][CH:13]=[CH:12][C:9]=3[N:10]=2)[CH:4]=[CH:3][CH:2]=1 |f:4.5|. Procedure details: To a solution of 1.0 g of 6H-pyrimido[1,2-c] [1,3,5]-benzoxadiazepine in 20 ml of 2-propanol is added 5.0 ml of 4.2N 2-propanolic hydrogen chloride. To the clear solution is added anhydrous ether until a turbidity forms. The pale yellow crystalline solid is filtered and recrystallized from acetonitrile to give about 1.0 g of the title compound. The reactants are C1(=CC=CC=C1)P(C1=CC=CC=C1)C1=CC=CC=C1 (Triphenylphosphine), BrCC=1C=C(C(=C(C1)OC)OC)OC (5-(bromomethyl)-1,2,3-trimethoxybenzene). Run in C1CCOC1 (THF). Run at time 6 hour. The product is [Br-].COC=1C=C(C[P+](C2=CC=CC=C2)(C2=CC=CC=C2)C2=CC=CC=C2)C=C(C1OC)OC (3,4,5-trimethoxybenzyltriphenylphosphonium bromide). Isolated yield 96.4%. Reaction SMILES: [C:1]1([P:7]([C:14]2[CH:19]=[CH:18][CH:17]=[CH:16][CH:15]=2)[C:8]2[CH:13]=[CH:12][CH:11]=[CH:10][CH:9]=2)[CH:6]=[CH:5][CH:4]=[CH:3][CH:2]=1.[Br:20][CH2:21][C:22]1[CH:23]=[C:24]([O:32][CH3:33])[C:25]([O:30][CH3:31])=[C:26]([O:28][CH3:29])[CH:27]=1>C1COCC1>[Br-:20].[CH3:33][O:32][C:24]1[CH:23]=[C:22]([CH:27]=[C:26]([O:28][CH3:29])[C:25]=1[O:30][CH3:31])[CH2:21][P+:7]([C:1]1[CH:2]=[CH:3][CH:4]=[CH:5][CH:6]=1)([C:8]1[CH:13]=[CH:12][CH:11]=[CH:10][CH:9]=1)[C:14]1[CH:15]=[CH:16][CH:17]=[CH:18][CH:19]=1 |f:3.4|. Procedure: Triphenylphosphine (3.41 g, 13 mmol) was added to a solution of 5-(bromomethyl)-1,2,3-trimethoxybenzene (2.61 g, 10 mmol) in dry THF (30 mL). The mixture was refluxed with stirring for 6 h. The resulting white solid was filtered and washed with ether/hexane to afford the product 3,4,5-trimethoxybenzyltriphenylphosphonium bromide in 96.4% yield. 1H NMR (500 MHz, CDCl3) δ 7.77-7.73, 7.65-7.61 (m, 15H), 6.44 (d, 2H, J=1.5 Hz), 5.37 (d, 2H, J=14 Hz), 3.76 (s, 3H), 3.51 (d, 6H); MS (ESI) m/z 443.1 (M...